Dataset: the Open Reaction Database (ORD), a public repository of structured organic reaction records. Task: describe an organic reaction: reactants, conditions, products, and yield Reactants: NC1=C(C=C(C=C1)S(=O)(=O)O)C (2-aminotoluene-5-sulfonic acid), C(C)(=O)OC(C)=O (acetic anhydride). Run in N1=CC=CC=C1 (pyridine). Yields the product C(C)(=O)NC1=C(C=C(C=C1)S(=O)(=O)[O-])C.[NH+]1=CC=CC=C1 (pyridinium 4-(acetylamino)-3-methylbenzenesulfonate). RXN SMILES: [NH2:1][C:2]1[CH:7]=[CH:6][C:5]([S:8]([OH:11])(=[O:10])=[O:9])=[CH:4][C:3]=1[CH3:12].[C:13](OC(=O)C)(=[O:15])[CH3:14]>N1C=CC=CC=1>[C:13]([NH:1][C:2]1[CH:7]=[CH:6][C:5]([S:8]([O-:11])(=[O:9])=[O:10])=[CH:4][C:3]=1[CH3:12])(=[O:15])[CH3:14].[NH+:1]1[CH:2]=[CH:3][CH:4]=[CH:5][CH:6]=1 |f:3.4|. Reported procedure: For example, commercially available 2-aminotoluene-5-sulfonic acid was allowed to react with acetic anhydride in pyridine to afford pyridinium 4-(acetylamino)-3-methylbenzenesulfonate (Scheme V). The resulting salt was then allowed to react with sodium hydroxide to afford the corresponding sodium salt, sodium 4-(acetylamino)-3-methylbenzenesulfonate. The salt was then allowed to react with thionyl chloride to afford the intermediate sulfonyl chloride, followed by reaction with ammonia and subseq... Product: C1(=NC=CC2=CC=CC=C12)NC=1C=CC(=C(C1)N1C(C2=C(N=C(N=C2)NC2=CC=C(C=C2)N2CCN(CC2)C)CC1)=O)C (6-(5-(isoquinolin-1-ylamino)-2-methylphenyl)-2-(4-(4-methylpiperazin-1-yl)phenylamino)-7,8-dihydropyrido[4,3-d]pyrimidin-5(6H)-one). Reaction SMILES: C1(P(C2C=CC=CC=2)C2C=CC3C(=CC=CC=3)C=2C2C3C(=CC=CC=3)C=CC=2P(C2C=CC=CC=2)C2C=CC=CC=2)C=CC=CC=1.[NH2:47][C:48]1[CH:49]=[CH:50][C:51]([CH3:79])=[C:52]([N:54]2[CH2:77][CH2:76][C:57]3[N:58]=[C:59]([NH:62][C:63]4[CH:68]=[CH:67][C:66]([N:69]5[CH2:74][CH2:73][N:72]([CH3:75])[CH2:71][CH2:70]5)=[CH:65][CH:64]=4)[N:60]=[CH:61][C:56]=3[C:55]2=[O:78])[CH:53]=1.Br[C:81]1[C:90]2[C:85](=[CH:86][CH:87]=[CH:88][CH:89]=2)[CH:84]=[CH:83][N:82]=1.C(=O)([O-])[O-].[Cs+].[Cs+]>C1(C)C=CC=CC=1.C([O-])(=O)C.[Pd+2].C([O-])(=O)C>[C:81]1([NH:47][C:48]2[CH:49]=[CH:50][C:51]([CH3:79])=[C:52]([N:54]3[CH2:77][CH2:76][C:57]4[N:58]=[C:59]([NH:62][C:63]5[CH:68]=[CH:67][C:66]([N:69]6[CH2:70][CH2:71][N:72]([CH3:75])[CH2:73][CH2:74]6)=[CH:65][CH:64]=5)[N:60]=[CH:61][C:56]=4[C:55]3=[O:78])[CH:53]=2)[C:90]2[C:85](=[CH:86][CH:87]=[CH:88][CH:89]=2)[CH:84]=[CH:83][N:82]=1 |f:3.4.5,7.8.9|. Reported procedure: A mixture of 2,2′-Bis(diphenylphosphino)1,1′-binaphthyl [BINAP] (28.00 mg, 0.0451 mmol) and Palladium(II)acetate [Pd(OAc)2] (5.00 mg, 0.022 mmol) in dry toluene (3 ml) was stirred vigorously and nitrogen was bubbled through the suspension for 30 minutes. To this, 6-(5-amino-2-methylphenyl)-2-(4-(4-methylpiperazin-1-yl)phenylamino)-7,8-dihydropyrido[4,3-d]pyrimidin-5(6H)-one [45] (200 mg, 0.451 mmol), 1-bromoisoquinoline (112.60 mg, 0.541 mmol) and dry cesium carbonate (443.0 mg, 1.352 mmol) was ... The reagents and catalysts are C(C)(=O)[O-].[Pd+2].C(C)(=O)[O-] (Palladium(II)acetate). The solvent is C1(=CC=CC=C1)C (toluene). Reactants: NC=1C=CC(=C(C1)N1C(C2=C(N=C(N=C2)NC2=CC=C(C=C2)N2CCN(CC2)C)CC1)=O)C (6-(5-Amino-2-methyl-phenyl)-2-[4-(4-methyl-piperazin-1-yl)-phenylamino]-7,8-dihydro-6H-pyrido[4,3-d]pyrimidin-5-one), BrC1=NC=CC2=CC=CC=C12 (1-bromoisoquinoline), C([O-])([O-])=O.[Cs+].[Cs+] (cesium carbonate), C1(=CC=CC=C1)P(C1=C(C2=CC=CC=C2C=C1)C1=C(C=CC2=CC=CC=C12)P(C1=CC=CC=C1)C1=CC=CC=C1)C1=CC=CC=C1 (2,2′-Bis(diphenylphosphino)1,1′-binaphthyl). Reactants: Cl.CN (methylamine hydrochloride), C(C)C=1C=C(C=C2C=C(NC12)C=1SC(CN1)CC(=O)O)OC=1C=NC(=CC1)S(=O)(=O)C ([2-(7-ethyl-5-{[6-(methylsulfonyl)pyridin-3-yl]oxy}-1H-indol-2-yl)-4,5-dihydro-1,3-thiazol-5-yl]acetic acid), ON1N=NC2=C1C=CC=C2 (1-hydroxybenzotriazole), Cl.C(C)N=C=NCCCN(C)C (1-ethyl-3-(3-dimethylaminopropyl)carbodiimide hydrochloride). Run in CN(C=O)C (N,N-dimethylformamide), C(C)N(CC)CC (triethylamine), O (Water). Conditions: time 2 day. Yields the product C(C)C=1C=C(C=C2C=C(NC12)C=1SC(CN1)CC(=O)NC)OC=1C=NC(=CC1)S(=O)(=O)C (2-[2-(7-Ethyl-5-{[6-(methylsulfonyl)pyridin-3-yl]oxy}-1H-indol-2-yl)-4,5-dihydro-1,3-thiazol-5-yl]-N-methylacetamide). The yield is 95.3%. Reaction SMILES: Cl.CN.[CH2:4]([C:6]1[CH:7]=[C:8]([O:24][C:25]2[CH:26]=[N:27][C:28]([S:31]([CH3:34])(=[O:33])=[O:32])=[CH:29][CH:30]=2)[CH:9]=[C:10]2[C:14]=1[NH:13][C:12]([C:15]1[S:16][CH:17]([CH2:20][C:21]([OH:23])=O)[CH2:18][N:19]=1)=[CH:11]2)[CH3:5].O[N:36]1[C:40]2C=CC=CC=2N=N1.Cl.C(N=C=NCCCN(C)C)C>O.CN(C)C=O.C(N(CC)CC)C>[CH2:4]([C:6]1[CH:7]=[C:8]([O:24][C:25]2[CH:26]=[N:27][C:28]([S:31]([CH3:34])(=[O:33])=[O:32])=[CH:29][CH:30]=2)[CH:9]=[C:10]2[C:14]=1[NH:13][C:12]([C:15]1[S:16][CH:17]([CH2:20][C:21]([NH:36][CH3:40])=[O:23])[CH2:18][N:19]=1)=[CH:11]2)[CH3:5] |f:0.1,4.5|. Procedure details: To a mixed solution of methylamine hydrochloride (147 mg), triethylamine (0.31 mL), and N,N-dimethylformamide (25 mL) were added [2-(7-ethyl-5-{[6-(methylsulfonyl)pyridin-3-yl]oxy}-1H-indol-2-yl)-4,5-dihydro-1,3-thiazol-5-yl]acetic acid (500 mg), 1-hydroxybenzotriazole (300 mg), and 1-ethyl-3-(3-dimethylaminopropyl)carbodiimide hydrochloride (420 mg) under ice-cooling, and the mixture was stirred under ice-cooling and then at room temperature for 2 days. Water was added to the reaction solution,... The solvent is C1CCOC1 (THF). Yields the product ClC1=CC=C(S1)S(=O)(=O)N1C(N(C2=C1C=CC=C2)CCN(C)C)=O (1-[(5-Chlorothien-2-yl)sulfonyl]-3-[2-(dimethylamino)ethyl]-1,3-dihydro-2H-benzimidazol-2-one). Procedure: A solution of 1-[2-(dimethylamino)ethyl]-1,3-dihydrobenzimidazol-2-one (20 mg, 0.1 mmol) in THF at room temperature is treated with (5-chlorothien-2-yl)sulfonyl chloride (26 mg, 0.12 mmol) followed by diisopropylethylamine (25 uL, 0.2 mmol) and dimethylaminopyridine (5 mg), stirred at room temperature for 16 hours and concentrated in vacuo. The resultant residue is dissolved in a mixture of dimethylsulfoxide, methanol and water and purified by Gilson1 preparative HPLC to give the title product, ... Reactants: CN(CCN1C(NC2=C1C=CC=C2)=O)C (1-[2-(dimethylamino)ethyl]-1,3-dihydrobenzimidazol-2-one), ClC1=CC=C(S1)S(=O)(=O)Cl ((5-chlorothien-2-yl)sulfonyl chloride), CN(C)C1=NC=CC=C1 (dimethylaminopyridine), C(C)(C)N(CC)C(C)C (diisopropylethylamine). Reaction SMILES: [CH3:1][N:2]([CH3:15])[CH2:3][CH2:4][N:5]1[C:9]2[CH:10]=[CH:11][CH:12]=[CH:13][C:8]=2[NH:7][C:6]1=[O:14].[Cl:16][C:17]1[S:21][C:20]([S:22](Cl)(=[O:24])=[O:23])=[CH:19][CH:18]=1.C(N(C(C)C)CC)(C)C.CN(C1C=CC=CN=1)C>C1COCC1>[Cl:16][C:17]1[S:21][C:20]([S:22]([N:7]2[C:8]3[CH:13]=[CH:12][CH:11]=[CH:10][C:9]=3[N:5]([CH2:4][CH2:3][N:2]([CH3:15])[CH3:1])[C:6]2=[O:14])(=[O:24])=[O:23])=[CH:19][CH:18]=1. Run at time 16 hour. Starting materials: Cl (HCl), CC1=C(N=C(O1)C1=CC=CC=C1)C(COC1=CC=C(C=C1)CCCC1C(NC(O1)=O)=O)=O (5-[3-[4-[2-(5-methyl-2-phenyl-4-oxazolyl)-2-oxoethoxy]phenyl]propyl]-2,4-oxazolidinedione), C(C)O (ethanol), [BH4-].[Na+] (sodium borohydride). Run in O (water), O1CCCC1 (tetrahydrofuran). Run at time 1 hour. Yields the product OC(COC1=CC=C(C=C1)CCCC1C(NC(O1)=O)=O)C=1N=C(OC1C)C1=CC=CC=C1 (5-[3-[4-[2-hydroxy-2-(5-methyl-2-phenyl-4-oxazolyl)ethoxy]phenyl]propyl]-2,4-oxazolidinedione). Isolated yield 79.6%. RXN SMILES: [CH3:1][C:2]1[O:6][C:5]([C:7]2[CH:12]=[CH:11][CH:10]=[CH:9][CH:8]=2)=[N:4][C:3]=1[C:13](=[O:32])[CH2:14][O:15][C:16]1[CH:21]=[CH:20][C:19]([CH2:22][CH2:23][CH2:24][CH:25]2[O:29][C:28](=[O:30])[NH:27][C:26]2=[O:31])=[CH:18][CH:17]=1.C(O)C.[BH4-].[Na+].Cl>O1CCCC1.O>[OH:32][CH:13]([C:3]1[N:4]=[C:5]([C:7]2[CH:8]=[CH:9][CH:10]=[CH:11][CH:12]=2)[O:6][C:2]=1[CH3:1])[CH2:14][O:15][C:16]1[CH:21]=[CH:20][C:19]([CH2:22][CH2:23][CH2:24][CH:25]2[O:29][C:28](=[O:30])[NH:27][C:26]2=[O:31])=[CH:18][CH:17]=1 |f:2.3|. Procedure: To a solution of 5-[3-[4-[2-(5-methyl-2-phenyl-4-oxazolyl)-2-oxoethoxy]phenyl]propyl]-2,4-oxazolidinedione (0.2 g) in tetrahydrofuran (THF) (5 ml)-ethanol (5 ml) was added sodium borohydride (0.03 g). The mixture was stirred for one hour at room temperature. To the reaction mixture were added 2N HCl and water, followed by extraction with ethyl acetate. The ethyl acetate layer was washed with water and dried (MgSO4), then the solvent was distilled off. The oily residue was subjected to a silica g... The reactants are C(C)(=O)OCC (ethyl acetate), FC1=C(C=O)C=CC=C1 (2-fluorobenzaldehyde), SCCCC(=O)OCC (Ethyl 4-mercaptobutyrate), C([O-])([O-])=O.[K+].[K+] (potassium carbonate). Solvent: CN(C=O)C (dimethylformamide). Run at time 14 hour. The product is C(=O)C1=C(C=CC=C1)SCCCC(=O)OCC (ethyl 4-(2-formylphenylthio)butyrate). Isolated yield 67.0%. As a reaction SMILES: F[C:2]1[CH:9]=[CH:8][CH:7]=[CH:6][C:3]=1[CH:4]=[O:5].C(=O)([O-])[O-].[K+].[K+].[SH:16][CH2:17][CH2:18][CH2:19][C:20]([O:22][CH2:23][CH3:24])=[O:21].C(OCC)(=O)C>CN(C)C=O>[CH:4]([C:3]1[CH:6]=[CH:7][CH:8]=[CH:9][C:2]=1[S:16][CH2:17][CH2:18][CH2:19][C:20]([O:22][CH2:23][CH3:24])=[O:21])=[O:5] |f:1.2.3|. Procedure: Under an argon atmosphere, 2-fluorobenzaldehyde (5 g) was dissolved in 15 ml of dimethylformamide and potassium carbonate (8.35 g) was added. Ethyl 4-mercaptobutyrate (8.6 ml) was added at room temperature and was stirred at room temperature for 14 hours. After the addition of 100 ml of ethyl acetate, the mixture was washed with 50 ml of water twice, 50 ml of a 0.5N hydrochloric acid, and 50 ml of water three times. After drying with anhydrous sodium sulfate, the mixture was concentrated. The co... Starting materials: CC(C(=O)O)=CCCC(=CCCC(=CCCC(=CCCC(=CCCC(C)=O)C)C)C)C (2,6,10,14,18-pentamethyl-22-oxo-2,6,10,14,18-tricosapentaenoic acid), N1CC=CC1 (3-pyrroline). Product: CC(C(=O)N1CC=CC1)=CCCC(=CCCC(=CCCC(=CCCC(=CCCC(C)=O)C)C)C)C (N-(2,6,10,14,18-pentamethyl-22-oxo-2,6,10,14,18-tricosapentaenoyl)-3-pyrroline). As a reaction SMILES: [CH3:1][C:2](=[CH:6][CH2:7][CH2:8][C:9]([CH3:31])=[CH:10][CH2:11][CH2:12][C:13]([CH3:30])=[CH:14][CH2:15][CH2:16][C:17]([CH3:29])=[CH:18][CH2:19][CH2:20][C:21]([CH3:28])=[CH:22][CH2:23][CH2:24][C:25](=[O:27])[CH3:26])[C:3]([OH:5])=O.[NH:32]1[CH2:36][CH:35]=[CH:34][CH2:33]1>>[CH3:1][C:2](=[CH:6][CH2:7][CH2:8][C:9]([CH3:31])=[CH:10][CH2:11][CH2:12][C:13]([CH3:30])=[CH:14][CH2:15][CH2:16][C:17]([CH3:29])=[CH:18][CH2:19][CH2:20][C:21]([CH3:28])=[CH:22][CH2:23][CH2:24][C:25](=[O:27])[CH3:26])[C:3]([N:32]1[CH2:36][CH:35]=[CH:34][CH2:33]1)=[O:5]. Procedure details: Starting materials: 2,6,10,14,18-pentamethyl-22-oxo-2,6,10,14,18-tricosapentaenoic acid and 3-pyrroline.